This data is from the Open Reaction Database (ORD), a public repository of structured organic reaction records. The task is: describe an organic reaction: reactants, conditions, products, and yield RXN SMILES: [F:1][C:2]1([F:26])[CH2:8][O:7][CH2:6][C:5]([NH2:9])=[N:4][C@@:3]21[C:18]1[C:13](=[CH:14][CH:15]=[C:16]([NH2:19])[CH:17]=1)[O:12][CH:11]([C:20]1[CH:25]=[CH:24][CH:23]=[CH:22][CH:21]=1)[CH2:10]2.[C:27]([C:29]1[CH:30]=[CH:31][C:32]([C:35](O)=[O:36])=[N:33][CH:34]=1)#[N:28]>>[NH2:9][C:5]1[CH2:6][O:7][CH2:8][C:2]([F:1])([F:26])[C@@:3]2([C:18]3[C:13](=[CH:14][CH:15]=[C:16]([NH:19][C:35](=[O:36])[C:32]4[CH:31]=[CH:30][C:29]([C:27]#[N:28])=[CH:34][N:33]=4)[CH:17]=3)[O:12][CH:11]([C:20]3[CH:25]=[CH:24][CH:23]=[CH:22][CH:21]=3)[CH2:10]2)[N:4]=1. Procedure details: The condensation of (2RS,4R)-6′,6′-difluoro-2-phenyl-6′,7′-dihydro-2′H-spiro[chroman-4,5′-[1,4]oxazepine]-3′,6-diamine (intermediate C4.3) and 5-cyanopicolinic acid yielded the title compound as an off-white solid. MS (ISP): m/z=490.2 [M+H]+. In a manner analogous to that described in Example 19, the following compounds were obtained: Starting materials: FC1([C@@]2(N=C(COC1)N)CC(OC1=CC=C(C=C12)N)C1=CC=CC=C1)F ((2RS,4R)-6′,6′-difluoro-2-phenyl-6′,7′-dihydro-2′H-spiro[chroman-4,5′-[1,4]oxazepine]-3′,6-diamine), C(#N)C=1C=CC(=NC1)C(=O)O (5-cyanopicolinic acid). The product is NC=1COCC([C@@]2(N1)CC(OC1=CC=C(C=C12)NC(C1=NC=C(C=C1)C#N)=O)C1=CC=CC=C1)(F)F (N-((2RS,4R)-3′-Amino-6′,6′-difluoro-2-phenyl-6′,7′-dihydro-2′H-spiro[chroman-4,5′-[1,4]oxazepine]-6-yl)-5-cyanopicolinamide). Reactants: FC(OC1=CC=C(C=C1)N1N=C(N=C1)C1=CC=C(N)C=C1)(F)F (4-(1-(4-(trifluoromethoxy)phenyl)-1H-1,2,4-triazol-3-yl)aniline), FC1=CC=C(C=C1)N=C=O (1-fluoro-4-isocyanatobenzene). Solvent: O1CCCC1 (tetrahydrofuran). Conditions: temperature 65 celsius. The product is FC1=CC=C(C=C1)NC(=O)NC1=CC=C(C=C1)C1=NN(C=N1)C1=CC=C(C=C1)OC(F)(F)F (1-(4-fluorophenyl)-3-(4-(1-(4-(trifluoromethoxy)phenyl)-1H-1,2,4-triazol-3-yl)phenyl)urea). Isolated yield 49.1%. Reaction SMILES: [F:1][C:2]([F:23])([F:22])[O:3][C:4]1[CH:9]=[CH:8][C:7]([N:10]2[CH:14]=[N:13][C:12]([C:15]3[CH:21]=[CH:20][C:18]([NH2:19])=[CH:17][CH:16]=3)=[N:11]2)=[CH:6][CH:5]=1.[F:24][C:25]1[CH:30]=[CH:29][C:28]([N:31]=[C:32]=[O:33])=[CH:27][CH:26]=1>O1CCCC1>[F:24][C:25]1[CH:30]=[CH:29][C:28]([NH:31][C:32]([NH:19][C:18]2[CH:20]=[CH:21][C:15]([C:12]3[N:13]=[CH:14][N:10]([C:7]4[CH:6]=[CH:5][C:4]([O:3][C:2]([F:1])([F:22])[F:23])=[CH:9][CH:8]=4)[N:11]=3)=[CH:16][CH:17]=2)=[O:33])=[CH:27][CH:26]=1. Reported procedure: To 4-(1-(4-(trifluoromethoxy)phenyl)-1H-1,2,4-triazol-3-yl)aniline (0.200 g, 0.624 mmol) and 1-fluoro-4-isocyanatobenzene (0.257 g, 1.87 mmol) in a 25 mL round-bottomed flask was added tetrahydrofuran (10 mL). The solution was heated to 65° C. for 2 hours before the solvent was removed under reduced pressure. Purification by flash column chromatography provided the title compound (0.140 g, 49%). The reactants are O (Water), ClC1=NC=2N(C(=C1C1=C(C=C(C=C1F)F)F)N[C@H](C(F)(F)F)C)N=CN2 (5-chloro-6-(2,4,6-trifluorophenyl)-N-[(1S)-2,2,2-trifluoro-1-methylethyl][1,2,4]triazolo[1,5-a]pyrimidin-7-amine), CN(CCCO)C (3-dimethylamino-1-propanol), [H-].[Na+] (sodium hydride). Solvent: CS(=O)C (dimethylsulfoxide). Conditions: temperature 50 celsius. The product is ClC1=NC=2N(C(=C1C1=C(C=C(C=C1F)OCCCN(C)C)F)N[C@H](C(F)(F)F)C)N=CN2 (5-chloro-6-{4-[3-(dimethylamino)propoxy]-2,6-difluorophenyl}-N-[(1S)-2,2,2-trifluoro-1-methylethyl][1,2,4]triazolo[1,5-a]pyrimidin-7-amine). Yield: 67.7%. RXN SMILES: [Cl:1][C:2]1[C:7]([C:8]2[C:13]([F:14])=[CH:12][C:11](F)=[CH:10][C:9]=2[F:16])=[C:6]([NH:17][C@@H:18]([CH3:23])[C:19]([F:22])([F:21])[F:20])[N:5]2[N:24]=[CH:25][N:26]=[C:4]2[N:3]=1.[CH3:27][N:28]([CH3:33])[CH2:29][CH2:30][CH2:31][OH:32].[H-].[Na+].O>CS(C)=O>[Cl:1][C:2]1[C:7]([C:8]2[C:13]([F:14])=[CH:12][C:11]([O:32][CH2:31][CH2:30][CH2:29][N:28]([CH3:33])[CH3:27])=[CH:10][C:9]=2[F:16])=[C:6]([NH:17][C@@H:18]([CH3:23])[C:19]([F:22])([F:20])[F:21])[N:5]2[N:24]=[CH:25][N:26]=[C:4]2[N:3]=1 |f:2.3|. Procedure: To a solution of 5-chloro-6-(2,4,6-trifluorophenyl)-N-[(1S)-2,2,2-trifluoro-1-methylethyl][1,2,4]triazolo[1,5-a]pyrimidin-7-amine (600 mg, 1.5 mmol) and 3-dimethylamino-1-propanol (1.03 g, 10 mmol) in 5 mL of dimethylsulfoxide at room temperature is added sodium hydride (60% in mineral oil, 400 mg, 10 mmol). The mixture is heated at 50° C. for 30 min, and cooled to room temperature. Water is added to quench the reaction, and the product is extracted with ethyl acetate (x2). The combined organic ... The reactants are BrB(Br)Br, CO, ClCCl, COc1ccc(-n2nnc(-c3ccc(C(F)(F)F)cc3F)c2N)cc1, [Na+], [OH-], O. The product is Nc1c(-c2ccc(C(F)(F)F)cc2F)nnn1-c1ccc(O)cc1. Reaction SMILES: [B:26]([Br:27])([Br:28])[Br:29].[CH3:30][OH:31].[Cl:34][CH2:35][Cl:36].[F:1][c:2]1[c:3](-[c:12]2[c:13]([NH2:25])[n:14](-[c:17]3[cH:18][cH:19][c:20]([O:23][CH3:24])[cH:21][cH:22]3)[n:15][n:16]2)[cH:4][cH:5][c:6]([C:8]([F:9])([F:10])[F:11])[cH:7]1.[Na+:33].[OH-:32].[OH2:37]>>[F:1][c:2]1[c:3](-[c:12]2[c:13]([NH2:25])[n:14](-[c:17]3[cH:18][cH:19][c:20]([OH:23])[cH:21][cH:22]3)[n:15][n:16]2)[cH:4][cH:5][c:6]([C:8]([F:9])([F:10])[F:11])[cH:7]1. Starting materials: CC1CCC(CC1)C(C)(C)O (2-(4-Methylcyclohexyl)propan-2-ol), Br (HBr). The reagents and catalysts are [Br-].[Zn+2].[Br-] (zinc bromide). Reaction conditions: time 2 hour. Yields the product BrC(C)(C)C1CCC(CC1)C (2-Bromo-2-(4-methylcyclohexyl)propane). Isolated yield 80.0%. Reaction SMILES: [CH3:1][CH:2]1[CH2:7][CH2:6][CH:5]([C:8](O)([CH3:10])[CH3:9])[CH2:4][CH2:3]1.[BrH:12]>[Br-].[Zn+2].[Br-]>[Br:12][C:8]([CH:5]1[CH2:6][CH2:7][CH:2]([CH3:1])[CH2:3][CH2:4]1)([CH3:10])[CH3:9] |f:2.3.4|. Procedure details: 2-(4-Methylcyclohexyl)propan-2-ol (0.99 g, 6.39 mmol) was added to a mixture of anhydrous zinc bromide (0.72 g, 3.2 mmol) and 48% HBr (aq). The mixture was stirred at room temperature for 2 h. The mixture was then extracted with diethyl ether (2×20 ml) and the combined extracts were washed with water, dried (MgSO4 /K2CO3) and evaporated under reduced pressure to give the crude title compound as an oil (1.12 g, 80%), νmax (film) 2940, 2915, 2860, 1450, and 1370 cm-1 ; δH (60 MHz, CDCl3) 0.8-2.2 (... Starting materials: BrC1=CC(=C(C=C1)S(=O)(=O)NC1CC1)C(F)(F)F (4-bromo-N-cyclopropyl-2-(trifluoromethyl)benzenesulfonamide), C(C)(C)(C)P(C(C)(C)C)C(C)(C)C (Tri-t-butylphosphine), C(#N)C1=CC=C(N1C)B(O)O (5-cyano-1-methyl-1H-pyrrol-2-ylboronic acid), [F-].[K+] (potassium fluoride). Reagents/catalysts: C=1C=CC(=CC1)/C=C/C(=O)/C=C/C2=CC=CC=C2.C=1C=CC(=CC1)/C=C/C(=O)/C=C/C2=CC=CC=C2.C=1C=CC(=CC1)/C=C/C(=O)/C=C/C2=CC=CC=C2.[Pd].[Pd] (tris(dibenzylideneacetone)dipalladium(0)). Run at time 16 hour. Product: C(#N)C1=CC=C(N1C)C1=CC(=C(C=C1)S(=O)(=O)NC1CC1)C(F)(F)F (4-(5-cyano-1-methyl-1H-pyrrol-2-yl)-N-cyclopropyl-2-(trifluoromethyl)benzenesulfonamide). Reaction SMILES: Br[C:2]1[CH:7]=[CH:6][C:5]([S:8]([NH:11][CH:12]2[CH2:14][CH2:13]2)(=[O:10])=[O:9])=[C:4]([C:15]([F:18])([F:17])[F:16])[CH:3]=1.[C:19]([C:21]1[N:25]([CH3:26])[C:24](B(O)O)=[CH:23][CH:22]=1)#[N:20].[F-].[K+].C(P(C(C)(C)C)C(C)(C)C)(C)(C)C>C1C=CC(/C=C/C(/C=C/C2C=CC=CC=2)=O)=CC=1.C1C=CC(/C=C/C(/C=C/C2C=CC=CC=2)=O)=CC=1.C1C=CC(/C=C/C(/C=C/C2C=CC=CC=2)=O)=CC=1.[Pd].[Pd]>[C:19]([C:21]1[N:25]([CH3:26])[C:24]([C:2]2[CH:7]=[CH:6][C:5]([S:8]([NH:11][CH:12]3[CH2:14][CH2:13]3)(=[O:10])=[O:9])=[C:4]([C:15]([F:18])([F:17])[F:16])[CH:3]=2)=[CH:23][CH:22]=1)#[N:20] |f:2.3,5.6.7.8.9|. Reported procedure: According to general procedure B, 4-bromo-N-cyclopropyl-2-(trifluoromethyl)benzenesulfonamide (193 mg, 0.56 mmol), 5-cyano-1-methyl-1H-pyrrol-2-ylboronic acid (100 mg, 0.67 mmol), potassium fluoride (107 mg, 1.85 mmol), and tris(dibenzylideneacetone)dipalladium(0) (14 mg, 0.01 mmol) were placed in an oven dried flask under nitrogen and dry THF (1.4 mL) was added. Tri-t-butylphosphine (83 μL, 0.02 mmol, 10 wt % in hexane) was added and the reaction was stirred for 16 hours. 4-(5-cyano-1-methyl-1H... The reactants are CO, COC(C)(C)C, Cl, [H-], N#Cc1cnn(-c2nc(F)c(C(F)(F)F)cc2Cl)c1N, [Na+]. Product: COc1nc(-n2ncc(C#N)c2N)c(Cl)cc1C(F)(F)F. As a reaction SMILES: [CH3:1][OH:2].[CH3:26][O:27][C:28]([CH3:29])([CH3:30])[CH3:31].[ClH:25].[H-:3].[NH2:5][c:6]1[c:7]([C:23]#[N:24])[cH:8][n:9][n:10]1-[c:11]1[n:12][c:13]([F:22])[c:14]([C:18]([F:19])([F:20])[F:21])[cH:15][c:16]1[Cl:17].[Na+:4]>>[CH3:1][O:2][c:13]1[n:12][c:11](-[n:10]2[c:6]([NH2:5])[c:7]([C:23]#[N:24])[cH:8][n:9]2)[c:16]([Cl:17])[cH:15][c:14]1[C:18]([F:19])([F:20])[F:21]. Reaction SMILES: [CH3:1][O:2][C:3]1[C:12]([O:13][CH3:14])=[CH:11][C:10]2[N:9]=[CH:8][N:7]=[C:6]([NH:15][C:16]3[CH:21]=[CH:20][CH:19]=[CH:18][CH:17]=3)[C:5]=2[C:4]=1[NH2:22].[C:23](N1C=CN=C1)(N1C=CN=C1)=[S:24]>ClCCCl>[CH3:14][O:13][C:12]1[CH:11]=[C:10]2[C:5]3[C:6]([N:15]([C:16]4[CH:17]=[CH:18][CH:19]=[CH:20][CH:21]=4)[C:23](=[S:24])[NH:22][C:4]=3[C:3]=1[O:2][CH3:1])=[N:7][CH:8]=[N:9]2. The reactants are COC1=C(C=2C(=NC=NC2C=C1OC)NC1=CC=CC=C1)N (6,7-dimethoxy-N4-phenyl-quinazoline-4,5-diamine), C(=S)(N1C=NC=C1)N1C=NC=C1 (1,1′-thiocarbonyldiimidazole). Reaction conditions: temperature 80 celsius, time 4 hour. Solvent: ClCCCl (1,2-dichloroethane). Yields the product COC=1C=C2N=CN=C3N(C(NC(C1OC)=C32)=S)C3=CC=CC=C3 (8,9-dimethoxy-3-phenyl-1H,3H-1,3,4,6-tetraaza-phenalene-2-thione). Reported procedure: To a solution of 6,7-dimethoxy-N4-phenyl-quinazoline-4,5-diamine (80 mg, 0.27 mmol) (from Example 1, Step, C supra) in 1,2-dichloroethane (30 mL) was added 1,1′-thiocarbonyldiimidazole (0.58 g, 3.24 mmol) (Fluka). The reaction mixture was heated with stirring at 80° C. for 4 hours. The solvent was evaporated and the residue was purified by chromatography using EtOAc/CH2Cl2/Et3N (1:1:0.04) as eluent to give the desired 8,9-dimethoxy-3-phenyl-1H,3H-1,3,4,6-tetraaza-phenalene-2-thione as a gray sol... Reactants: CS(=O)c1ncc2cc(NC(=O)OC(C)(C)C)c(=O)n(C3CCCC3)c2n1, CC(C)(C)OC(=O)N1CCN(c2ccc(N)nc2)CC1, Cc1ccccc1. The product is CC(C)(C)OC(=O)Nc1cc2cnc(Nc3ccc(N4CCN(C(=O)OC(C)(C)C)CC4)cn3)nc2n(C2CCCC2)c1=O. RXN SMILES: [C:1]([CH3:2])([CH3:3])([CH3:4])[O:5][C:6]([NH:7][c:8]1[cH:9][c:10]2[c:11]([n:12][c:13]([S:16]([CH3:17])=[O:18])[n:14][cH:15]2)[n:19]([CH:22]2[CH2:23][CH2:24][CH2:25][CH2:26]2)[c:20]1=[O:21])=[O:27].[C:28]([CH3:29])([CH3:30])([CH3:31])[O:32][C:33](=[O:34])[N:35]1[CH2:36][CH2:37][N:38]([c:41]2[cH:42][n:43][c:44]([NH2:47])[cH:45][cH:46]2)[CH2:39][CH2:40]1.[CH3:48][c:49]1[cH:50][cH:51][cH:52][cH:53][cH:54]1>>[C:1]([CH3:2])([CH3:3])([CH3:4])[O:5][C:6]([NH:7][c:8]1[cH:9][c:10]2[c:11]([n:12][c:13]([NH:47][c:44]3[n:43][cH:42][c:41]([N:38]4[CH2:37][CH2:36][N:35]([C:33]([O:32][C:28]([CH3:29])([CH3:30])[CH3:31])=[O:34])[CH2:40][CH2:39]4)[cH:46][cH:45]3)[n:14][cH:15]2)[n:19]([CH:22]2[CH2:23][CH2:24][CH2:25][CH2:26]2)[c:20]1=[O:21])=[O:27]. The product is CC(C)C1CC(=O)CCS1. As a reaction SMILES: [CH3:14][C:15](=[O:16])[OH:17].[CH3:1][CH:2]([CH3:3])[CH:4]1[CH2:5][C:6]2([O:7][CH2:10][CH2:9][O:8]2)[CH2:11][CH2:12][S:13]1.[ClH:18]>>[CH3:1][CH:2]([CH3:3])[CH:4]1[CH2:5][C:6](=[O:7])[CH2:11][CH2:12][S:13]1. Reactants: CC(=O)O, CC(C)C1CC2(CCS1)OCCO2, Cl.